This data is from the Open Reaction Database (ORD), a public repository of structured organic reaction records. The task is: describe an organic reaction: reactants, conditions, products, and yield Starting materials: Cl.CN1N=CC=C1NC=1C=C2C(CC3(CCNCC3)OC2=CC1)=O (6-[(1-Methyl-1H-pyrazol-5-ylamino)]spiro[chroman-2,4′-piperidin]-4-one hydrochloride), O.ON1N=NC2=C1C=CC=C2 (1-hydroxybenzotriazole monohydrate), Cl.CN(CCCN=C=NCC)C (1-(3-dimethylaminopropyl)-3-ethylcarbodiimide hydrochloride), C1(=CC=CC=C1)C=1C=C(C(=O)O)C=C(N1)C1=NN=NN1 (2-phenyl-6-(tetrazol-5-yl)-isonicotinic acid). Run in CN(C)C=O (DMF), O (water), C(C)N(CC)CC (triethylamine), O (Water). Reaction conditions: temperature 60 celsius, time 1 hour. Product: CN1N=CC=C1NC=1C=C2C(CC3(CCN(CC3)C(=O)C3=CC(=NC(=C3)C3=NN=NN3)C3=CC=CC=C3)OC2=CC1)=O (6-[(1-methyl-1H-pyrazol-5-yl)amino]-1′-{[2-phenyl-6-(tetrazol-5-yl)pyridin-4-yl]carbonyl}spiro[chroman-2,4′-piperidin]-4-one). Reaction SMILES: Cl.[CH3:2][N:3]1[C:7]([NH:8][C:9]2[CH:10]=[C:11]3[C:21](=[CH:22][CH:23]=2)[O:20][C:14]2([CH2:19][CH2:18][NH:17][CH2:16][CH2:15]2)[CH2:13][C:12]3=[O:24])=[CH:6][CH:5]=[N:4]1.O.ON1C2C=CC=CC=2N=N1.Cl.CN(C)CCCN=C=NCC.[C:48]1([C:54]2[CH:55]=[C:56]([CH:60]=[C:61]([C:63]3[NH:67][N:66]=[N:65][N:64]=3)[N:62]=2)[C:57](O)=[O:58])[CH:53]=[CH:52][CH:51]=[CH:50][CH:49]=1>O.CN(C=O)C.C(N(CC)CC)C>[CH3:2][N:3]1[C:7]([NH:8][C:9]2[CH:10]=[C:11]3[C:21](=[CH:22][CH:23]=2)[O:20][C:14]2([CH2:15][CH2:16][N:17]([C:57]([C:56]4[CH:60]=[C:61]([C:63]5[NH:67][N:66]=[N:65][N:64]=5)[N:62]=[C:54]([C:48]5[CH:49]=[CH:50][CH:51]=[CH:52][CH:53]=5)[CH:55]=4)=[O:58])[CH2:18][CH2:19]2)[CH2:13][C:12]3=[O:24])=[CH:6][CH:5]=[N:4]1 |f:0.1,2.3,4.5|. Reported procedure: 6-[(1-Methyl-1H-pyrazol-5-ylamino)]spiro[chroman-2,4′-piperidin]-4-one hydrochloride (117 mg), 1-hydroxybenzotriazole monohydrate (53 mg), 1-(3-dimethylaminopropyl)-3-ethylcarbodiimide hydrochloride (68 mg), triethylamine (94 μL) and water (1 mL) were added in that order to a DMF (3 mL) solution of 2-phenyl-6-(tetrazol-5-yl)-isonicotinic acid (75 mg), and stirred at 60° C. for 1 hour. Water was added to the reaction liquid, and the resulting precipitate was taken out through filtration, washed w... Reactants: BrC1=CC=C(C=C1)C(CCP(OCC)(=O)C)=O (Ethyl [3-(4-bromophenyl)-3-oxopropyl]methylphosphinate), C(=O)(O)[O-].[Na+] (NaHCO3), C1(=CC=CC=C1)P(CCCP(C1=CC=CC=C1)C1=CC=CC=C1)C1=CC=CC=C1 (1,3-bis(diphenylphosphino)propane), CCN(C(C)C)C(C)C (DIPEA). Reagents/catalysts: C(C)(=O)[O-].[Pd+2].C(C)(=O)[O-] (palladium(II) acetate). Run in CN(C)C=O (DMF), O (water). Run at temperature 70 celsius, time 8 hour. The product is C(C)OP(=O)(C)CCC(=O)C1=CC=C(C(=O)O)C=C1 (4-{3-[(ethyloxy)(methyl)phosphoryl]propanoyl}benzoic acid). Reaction SMILES: Br[C:2]1[CH:7]=[CH:6][C:5]([C:8](=[O:17])[CH2:9][CH2:10][P:11]([CH3:16])(=[O:15])[O:12][CH2:13][CH3:14])=[CH:4][CH:3]=1.C1(P(C2C=CC=CC=2)CCCP(C2C=CC=CC=2)C2C=CC=CC=2)C=CC=CC=1.CCN(C(C)C)C(C)C.[C:56]([O-])([OH:58])=[O:57].[Na+]>CN(C=O)C.C([O-])(=O)C.[Pd+2].C([O-])(=O)C.O>[CH2:13]([O:12][P:11]([CH2:10][CH2:9][C:8]([C:5]1[CH:6]=[CH:7][C:2]([C:56]([OH:58])=[O:57])=[CH:3][CH:4]=1)=[O:17])([CH3:16])=[O:15])[CH3:14] |f:3.4,6.7.8|. Procedure: Ethyl [3-(4-bromophenyl)-3-oxopropyl]methylphosphinate (3 g, 9.40 mmol), palladium(II) acetate (0.106 g, 0.470 mmol) and 1,3-bis(diphenylphosphino)propane (0.194 g, 0.470 mmol) were taken up in DMF (24 mL)/water (8 mL). CO was bubbled through for 10 minutes before adding DIPEA (3.28 mL, 18.80 mmol) and stirring at 70° C. under a balloon of CO overnight. Room temperature was attained and saturated NaHCO3 was added. The aqueous phase was extracted with EtOAc (×2) before acidifying with 2N HCl and ... Reactants: [BH4-], CC(C)Oc1cccc(C23CC(=O)CC(C2)N(C)CC3C)c1, CCO, [Na+]. Yields the product CC(C)Oc1cccc(C23CC(O)CC(C2)N(C)CC3C)c1. As a reaction SMILES: [BH4-:23].[CH3:1][CH:2]([CH3:3])[O:4][c:5]1[cH:6][c:7]([C:11]23[CH:12]([CH3:22])[CH2:13][N:14]([CH3:21])[CH:15]([CH2:16][C:17](=[O:19])[CH2:18]2)[CH2:20]3)[cH:8][cH:9][cH:10]1.[CH3:25][CH2:26][OH:27].[Na+:24]>>[CH3:1][CH:2]([CH3:3])[O:4][c:5]1[cH:6][c:7]([C:11]23[CH:12]([CH3:22])[CH2:13][N:14]([CH3:21])[CH:15]([CH2:16][CH:17]([OH:19])[CH2:18]2)[CH2:20]3)[cH:8][cH:9][cH:10]1. Reactants: OC(CN1C(NC2(C1=O)CC(N(C(C2)(C)C)C)(C)C)=O)CN2C(NC1(C2=O)CC(N(C(C1)(C)C)C)(C)C)=O (2-Hydroxy-1,3-bis(7,7,8,9,9-pentamethyl-2,4-dioxo-1,3,8-triazaspiro[4.5]dec-3-yl)propane). Run in C(C)(=O)OC(C)=O (acetic anhydride). Run at time 8 hour. The product is C(C)(=O)OC(CN1C(N(C2(C1=O)CC(N(C(C2)(C)C)C)(C)C)C(C)=O)=O)CN2C(N(C1(C2=O)CC(N(C(C1)(C)C)C)(C)C)C(C)=O)=O (2-Acetoxy-1,3-bis(1-acetyl-7,7,8,9,9-pentamethyl2,4-dioxo-1,3,8-triazaspiro[4.5]dec-3-yl)propane). As a reaction SMILES: [OH:1][CH:2]([CH2:21][N:22]1[C:26](=[O:27])[C:25]2([CH2:32][C:31]([CH3:34])([CH3:33])[N:30]([CH3:35])[C:29]([CH3:37])([CH3:36])[CH2:28]2)[NH:24][C:23]1=[O:38])[CH2:3][N:4]1[C:8](=[O:9])[C:7]2([CH2:14][C:13]([CH3:16])([CH3:15])[N:12]([CH3:17])[C:11]([CH3:19])([CH3:18])[CH2:10]2)[NH:6][C:5]1=[O:20]>C(OC(=O)C)(=O)C>[C:2]([O:1][CH:2]([CH2:21][N:22]1[C:26](=[O:27])[C:25]2([CH2:28][C:29]([CH3:37])([CH3:36])[N:30]([CH3:35])[C:31]([CH3:34])([CH3:33])[CH2:32]2)[N:24]([C:26](=[O:27])[CH3:25])[C:23]1=[O:38])[CH2:3][N:4]1[C:8](=[O:9])[C:7]2([CH2:14][C:13]([CH3:16])([CH3:15])[N:12]([CH3:17])[C:11]([CH3:18])([CH3:19])[CH2:10]2)[N:6]([C:8](=[O:9])[CH3:7])[C:5]1=[O:20])(=[O:1])[CH3:3]. Procedure: A solution of 5.3 g of 2-hydroxy-1,3-bis(7,7,8,9,9-pentamethyl2,4-dioxo-1,3,8-triazaspiro[4.5]dec-3-yl)propane (prepared as described in Example 22) in 70 ml of acetic anhydride was heated, with stirring, at 120°-130° C. for 8 hours. The reaction mixture was then condensed by evaporation under reduced pressure and the residue was dissolved in 200 ml of benzene. The benzene solution was washed successively with a 3% w/w aqueous solution of sodium carbonate and water and then dried over anhydrous ...